The task is: describe an organic reaction: reactants, conditions, products, and yield. This data is from the Open Reaction Database (ORD), a public repository of structured organic reaction records. Starting materials: Cc1ccccc1, O=S(Cl)Cl, OCc1cc(-c2ccccc2)cs1, c1ccncc1. Yields the product ClCc1cc(-c2ccccc2)cs1. As a reaction SMILES: [CH3:14][c:15]1[cH:16][cH:17][cH:18][cH:19][cH:20]1.[S:21]([Cl:22])([Cl:23])=[O:24].[c:1]1(-[c:7]2[cH:8][c:9]([CH2:12][OH:13])[s:10][cH:11]2)[cH:2][cH:3][cH:4][cH:5][cH:6]1.[cH:25]1[cH:26][cH:27][n:28][cH:29][cH:30]1>>[c:1]1(-[c:7]2[cH:8][c:9]([CH2:12][Cl:23])[s:10][cH:11]2)[cH:2][cH:3][cH:4][cH:5][cH:6]1. Reactants: Brc1cc(Br)c2ccccc2n1, CNC, O. Product: CN(C)c1cc(Br)c2ccccc2n1. RXN SMILES: [Br:1][c:2]1[n:3][c:4]2[cH:5][cH:6][cH:7][cH:8][c:9]2[c:10]([Br:12])[cH:11]1.[CH3:13][NH:14][CH3:15].[OH2:16]>>[c:2]1([N:14]([CH3:13])[CH3:15])[n:3][c:4]2[cH:5][cH:6][cH:7][cH:8][c:9]2[c:10]([Br:12])[cH:11]1.